Dataset: the Open Reaction Database (ORD), a public repository of structured organic reaction records. Task: describe an organic reaction: reactants, conditions, products, and yield Yields the product COc1cc(N)ccc1OCCN1CC(C)CC(C)C1. As a reaction SMILES: [CH3:1][O:2][c:3]1[c:4]([O:5][CH2:6][CH2:7][N:8]2[CH2:9][CH:10]([CH3:15])[CH2:11][CH:12]([CH3:14])[CH2:13]2)[cH:16][cH:17][c:18]([N+:20]([O-:21])=[O:22])[cH:19]1.[CH3:23][OH:24].[Cl:25][CH2:26][Cl:27]>>[CH3:1][O:2][c:3]1[c:4]([O:5][CH2:6][CH2:7][N:8]2[CH2:9][CH:10]([CH3:15])[CH2:11][CH:12]([CH3:14])[CH2:13]2)[cH:16][cH:17][c:18]([NH2:20])[cH:19]1. Reactants: COc1cc([N+](=O)[O-])ccc1OCCN1CC(C)CC(C)C1, CO, ClCCl. Starting materials: OC(CNC(=O)C=1C=NN2C1N=C(C=C2)N2[C@H](CCC2)C=2C(=NC=C(C2)F)OC)CO (N-(2,3-dihydroxypropyl)-5-((R)-2-(5-fluoro-2-methoxypyridin-3-yl)pyrrolidin-1-yl)pyrazolo[1,5-a]pyrimidine-3-carboxamide), Cl (HCl). Reaction conditions: temperature 85 celsius. The product is ClCC(CNC(=O)C=1C=NN2C1N=C(C=C2)N2[C@H](CCC2)C=2C(NC=C(C2)F)=O)O (N-(3-chloro-2-hydroxypropyl)-5-((R)-2-(5-fluoro-2-oxo-1,2-dihydropyridin-3-yl)pyrrolidin-1-yl)pyrazolo[1,5-a]pyrimidine-3-carboxamide). RXN SMILES: [OH:1][CH:2]([CH2:30]O)[CH2:3][NH:4][C:5]([C:7]1[CH:8]=[N:9][N:10]2[CH:15]=[CH:14][C:13]([N:16]3[CH2:20][CH2:19][CH2:18][C@@H:17]3[C:21]3[C:22]([O:28]C)=[N:23][CH:24]=[C:25]([F:27])[CH:26]=3)=[N:12][C:11]=12)=[O:6].[ClH:32]>>[Cl:32][CH2:30][CH:2]([OH:1])[CH2:3][NH:4][C:5]([C:7]1[CH:8]=[N:9][N:10]2[CH:15]=[CH:14][C:13]([N:16]3[CH2:20][CH2:19][CH2:18][C@@H:17]3[C:21]3[C:22](=[O:28])[NH:23][CH:24]=[C:25]([F:27])[CH:26]=3)=[N:12][C:11]=12)=[O:6]. Procedure: A mixture of N-(2,3-dihydroxypropyl)-5-((R)-2-(5-fluoro-2-methoxypyridin-3-yl)pyrrolidin-1-yl)pyrazolo[1,5-a]pyrimidine-3-carboxamide (100 mg, 0.232 mmol) and HCl (4 N, dioxane, 5.8 mL) was sealed in a pressure tube and heated at 85° C. overnight. After the clear solution was decanted, the crude product was obtained as a brownish oily residue, which was vacuum-dried and used directly in the next step without further purification. MS (apci) m/z=435.0 (M+H).